From a dataset of the Open Reaction Database (ORD), a public repository of structured organic reaction records. describe an organic reaction: reactants, conditions, products, and yield Starting materials: N1CCC2=CC=CC=C12 (indoline), FC=1C=C(C=CC1)/C=C/[C@H]1N(CCC1)C(=O)OC(C)(C)C (tert-Butyl (2S)-2-[(E)-2-(3-fluorophenyl)vinyl]pyrrolidine-1-carboxylate), C([O-])(O)=O.[Na+] (sodium bicarbonate), OOS(=O)[O-].[K+] (Oxone). Reagents/catalysts: [O-2].[O-2].[Mn+4] (Manganese dioxide), S(=O)(=O)(O)[O-].C(CCC)[N+](CCCC)(CCCC)CCCC (tetrabutylammonium hydrogen sulfate). The solvent is ClCCl (dichloromethane), ClCCl (dichloromethane), CC(=O)C (acetone), ClCCl (dichloromethane), ClCCl (dichloromethane). Run at temperature 90 celsius, time 16 hour. Yields the product C(C)(C)(C)OC(=O)N1[C@@H](CCC1)[C@@H]([C@H](N1C=CC2=CC=CC=C12)C1=CC(=CC=C1)F)O ((S)-2-[2-(R)-(3-fluoro-phenyl)-1-hydroxy-2-indol-1-yl-ethyl]-(S)-pyrrolidine-1-carboxylic acid tert-butyl ester). Isolated yield 9.8%. RXN SMILES: [F:1][C:2]1[CH:3]=[C:4](/[CH:8]=[CH:9]/[C@@H:10]2[CH2:14][CH2:13][CH2:12][N:11]2[C:15]([O:17][C:18]([CH3:21])([CH3:20])[CH3:19])=[O:16])[CH:5]=[CH:6][CH:7]=1.C(=O)(O)[O-].[Na+].[OH:27]OS([O-])=O.[K+].[NH:33]1[C:41]2[C:36](=[CH:37][CH:38]=[CH:39][CH:40]=2)[CH2:35][CH2:34]1>ClCCl.S([O-])(O)(=O)=O.C([N+](CCCC)(CCCC)CCCC)CCC.[O-2].[O-2].[Mn+4].CC(C)=O>[C:18]([O:17][C:15]([N:11]1[CH2:12][CH2:13][CH2:14][C@H:10]1[C@H:9]([OH:27])[C@@H:8]([C:4]1[CH:5]=[CH:6][CH:7]=[C:2]([F:1])[CH:3]=1)[N:33]1[C:41]2[C:36](=[CH:37][CH:38]=[CH:39][CH:40]=2)[CH:35]=[CH:34]1)=[O:16])([CH3:21])([CH3:20])[CH3:19] |f:1.2,3.4,7.8,9.10.11|. Procedure: tert-Butyl (2S)-2-[(E)-2-(3-fluorophenyl)vinyl]pyrrolidine-1-carboxylate (400 mg, 1.37 mmol) was dissolved in dichloromethane (50 mL). A saturated aqueous solution of sodium bicarbonate (50 mL) was added, followed by acetone (10 mL) and tetrabutylammonium hydrogen sulfate (46 mg, 0.14 mmol). With vigorous stirring Oxone (8.4 g, 13.7 mmol) was added over 2 hours in 8 portions (1.05 g every 15 minutes). The mixture was stirred an additional 16 hours then diluted with dichloromethane. The organic l... The reactants are OC1=C2CCCC(C2=CC=C1O)=O (5,6-Dihydroxy-1-tetralone), ClCCCl (1,2-dichloroethane), C(=O)([O-])[O-].[K+].[K+] (K2CO3). The solvent is CS(=O)C (DMSO). The product is C1OC2=C3CCCC(C3=CC=C2OC1)=O (5,6-Ethylenedioxy-1-tetralone). RXN SMILES: [OH:1][C:2]1[C:11]([OH:12])=[CH:10][CH:9]=[C:8]2[C:3]=1[CH2:4][CH2:5][CH2:6][C:7]2=[O:13].Cl[CH2:15][CH2:16]Cl.C([O-])([O-])=O.[K+].[K+]>CS(C)=O>[CH2:15]1[CH2:16][O:12][C:11]2[C:2](=[C:3]3[C:8](=[CH:9][CH:10]=2)[C:7](=[O:13])[CH2:6][CH2:5][CH2:4]3)[O:1]1 |f:2.3.4|. Procedure: 5,6-Dihydroxy-1-tetralone (6 g) was heated at 125° C. with 1,2-dichloroethane (7 ml) and K2CO3 (14 g) in DMSO (70 ml) under N2 for 45 min. The reaction was quenched with ice water then extracted with Et2O. The aqueous layer was removed, then EtOAc added to the remaining organics. This solution was dried (MgSO4), filtered and evaporated to qive the desired product. Starting materials: NC1=NC=CC=C1C (2-amino-3-picoline), BrN1C(CCC1=O)=O (N-bromosuccinimide), ClC1=NC(=C2N=CN(C2=N1)COCC[Si](C)(C)C)\C=C\OCC (2-chloro-6-[(E)-2-ethoxyvinyl]-9-{[2-(trimethylsilyl)ethoxy]methyl}-9H-purine), O1CCOCC1 (1,4-dioxane). Solvent: O (water), C(C)(=O)OCC (ethyl acetate). Reaction conditions: time 30 minute. Yields the product ClC1=NC(=C2N=CN(C2=N1)COCC[Si](C)(C)C)C1=CN=C2N1C=CC=C2C (2-chloro-6-(8-methylimidazo[1,2-a]pyridin-3-yl)-9-{[2-(trimethylsilyl)ethoxy]methyl}-9H-purine). The yield is 77.0%. As a reaction SMILES: BrN1C(=O)CCC1=O.[Cl:9][C:10]1[N:18]=[C:17]2[C:13]([N:14]=[CH:15][N:16]2[CH2:19][O:20][CH2:21][CH2:22][Si:23]([CH3:26])([CH3:25])[CH3:24])=[C:12](/[CH:27]=[CH:28]/OCC)[N:11]=1.O1CCOCC1.[NH2:38][C:39]1[C:44]([CH3:45])=[CH:43][CH:42]=[CH:41][N:40]=1>C(OCC)(=O)C.O>[Cl:9][C:10]1[N:18]=[C:17]2[C:13]([N:14]=[CH:15][N:16]2[CH2:19][O:20][CH2:21][CH2:22][Si:23]([CH3:24])([CH3:25])[CH3:26])=[C:12]([C:27]2[N:40]3[CH:41]=[CH:42][CH:43]=[C:44]([CH3:45])[C:39]3=[N:38][CH:28]=2)[N:11]=1. Procedure: 200 mg of N-bromosuccinimide was added to the mixture of 400 mg of 2-chloro-6-[(E)-2-ethoxyvinyl]-9-{[2-(trimethylsilyl)ethoxy]methyl}-9H-purine [56-2], 10 mL of 1,4-dioxane, and 2 mL of water under an ice-cold condition, and stirred at the same temperature for 30 minutes. Thereto, 122 mg of 2-amino-3-picoline was added, stirred at 50° C. for 1 hour, and the reaction mixture was cooled back to room temperature. The reaction mixture was diluted with ethyl acetate, washed with water and saturated ... Yields the product BrC=1C=C2C(CC3(CCC(CC3)OC)OC2=CC1)=O (6-bromo-4′-methoxyspiro[chroman-2,1′-cyclohexan]-4-one). As a reaction SMILES: [Br:1][C:2]1[CH:3]=[C:4]2[C:15](=[CH:16][CH:17]=1)[O:14][C:7]1([CH2:12][CH2:11][CH:10]([OH:13])[CH2:9][CH2:8]1)[CH2:6][C:5]2=[O:18].[O-]S([O-])(=O)=O.[Ca+2].[CH3:25]I>>[Br:1][C:2]1[CH:3]=[C:4]2[C:15](=[CH:16][CH:17]=1)[O:14][C:7]1([CH2:8][CH2:9][CH:10]([O:13][CH3:25])[CH2:11][CH2:12]1)[CH2:6][C:5]2=[O:18] |f:1.2|. Reactants: BrC=1C=C2C(CC3(CCC(CC3)O)OC2=CC1)=O (6-bromo-4′-hydroxyspiro[chroman-2,1′-cyclohexan]-4-one), CI (MeI), alcohol, Ag2O, [O-]S(=O)(=O)[O-].[Ca+2] (Drierite). Procedure: In a 20 mL vial was placed 6-bromo-4′-hydroxyspiro[chroman-2,1′-cyclohexan]-4-one (46 mg, 0.148 mmol) and it was azeotroped with acetonitrile (3 mL). The solid was dissolved in acetonitrile (1 mL). To this heterogenous solution was added Ag2O (103 mg, 0.444 mmol) followed by freshly grounded Drierite (160 mg). Then MeI (185 μL, 2.97 mmol) was added, the vial was capped and the reaction was allowed to stir at room temperature. After 2 days stirring the alcohol was totally consumed. The reaction m... Yield: 100.0%. Procedure details: A solution of 1.2 g of 4-t-butylphenylcyclopentadienyllithium (0.0059 mole) in 20 ml tetrahydrofuran was slowly added at room temperature to a solution of 0.685 g of zirconium tetrachloride (0.0029 mole) in 50 ml tetrahydrofuran. After stirring the solution for 2 hours, the tetrahydrofuran was removed by evaporation leaving a residue. The resulting residue was taken up in hot toluene. Any undissolved material was removed by filtration and a resultant clear solution was evaporated to dryness. The... As a reaction SMILES: [C:1]([C:5]1[CH:10]=[CH:9][C:8]([C:11]2([Li])[CH:15]=[CH:14][CH:13]=[CH:12]2)=[CH:7][CH:6]=1)([CH3:4])([CH3:3])[CH3:2].[Cl-:17].[Cl-].[Cl-].[Cl-].[Zr+4:21]>O1CCCC1.C1(C)C=CC=CC=1.ClCCl>[Cl-:17].[Cl-:17].[C:1]([C:5]1[CH:10]=[CH:9][C:8]([C:11]2([Zr+2:21][C:11]3([C:8]4[CH:7]=[CH:6][C:5]([C:1]([CH3:4])([CH3:3])[CH3:2])=[CH:10][CH:9]=4)[CH:15]=[CH:14][CH:13]=[CH:12]3)[CH:15]=[CH:14][CH:13]=[CH:12]2)=[CH:7][CH:6]=1)([CH3:4])([CH3:3])[CH3:2] |f:1.2.3.4.5,9.10.11|. Conditions: time 2 hour. Yields the product [Cl-].[Cl-].C(C)(C)(C)C1=CC=C(C=C1)C1(C=CC=C1)[Zr+2]C1(C=CC=C1)C1=CC=C(C=C1)C(C)(C)C (bis[(4-t-butylphenyl)cyclopentadienyl]zirconium dichloride). Solvent: O1CCCC1 (tetrahydrofuran), O1CCCC1 (tetrahydrofuran), C1(=CC=CC=C1)C (toluene), ClCCl (dichloromethane). Reactants: C(C)(C)(C)C1=CC=C(C=C1)C1(C=CC=C1)[Li] (4-t-butylphenylcyclopentadienyllithium), [Cl-].[Cl-].[Cl-].[Cl-].[Zr+4] (zirconium tetrachloride).